This data is from the Open Reaction Database (ORD), a public repository of structured organic reaction records. The task is: describe an organic reaction: reactants, conditions, products, and yield Reactants: [Li]CCCC, O=C(OCc1ccccc1)c1cc(I)ccc1OCc1ccccc1, [Cl-], [Cl-], Cl, FC(F)(F)c1ccc(-c2ccco2)cc1, C1CCOC1, [Zn+2]. Yields the product O=C(OCc1ccccc1)c1cc(-c2ccc(-c3ccc(C(F)(F)F)cc3)o2)ccc1OCc1ccccc1. Reaction SMILES: [CH2:16]([Li:17])[CH2:18][CH2:19][CH3:20].[CH2:21]([c:22]1[cH:23][cH:24][cH:25][cH:26][cH:27]1)[O:28][c:29]1[c:30]([C:31](=[O:32])[O:33][CH2:34][c:35]2[cH:36][cH:37][cH:38][cH:39][cH:40]2)[cH:41][c:42]([I:45])[cH:43][cH:44]1.[Cl-:52].[Cl-:54].[ClH:46].[F:1][C:2]([c:3]1[cH:4][cH:5][c:6](-[c:9]2[o:10][cH:11][cH:12][cH:13]2)[cH:7][cH:8]1)([F:14])[F:15].[O:47]1[CH2:48][CH2:49][CH2:50][CH2:51]1.[Zn+2:53]>>[F:1][C:2]([c:3]1[cH:4][cH:5][c:6](-[c:9]2[o:10][c:11](-[c:42]3[cH:41][c:30]([C:31](=[O:32])[O:33][CH2:34][c:35]4[cH:36][cH:37][cH:38][cH:39][cH:40]4)[c:29]([O:28][CH2:21][c:22]4[cH:23][cH:24][cH:25][cH:26][cH:27]4)[cH:44][cH:43]3)[cH:12][cH:13]2)[cH:7][cH:8]1)([F:14])[F:15].